From a dataset of the Open Reaction Database (ORD), a public repository of structured organic reaction records. describe an organic reaction: reactants, conditions, products, and yield The reactants are C(CCC)[Li] (n-butyllithium), [Si](C)(C)(C(C)(C)C)OCC(C=O)CC (2-({[tert-butyl(dimethyl)silyl]oxy}methyl)butanal). Reagents/catalysts: [Br-].C[P+](C1=CC=CC=C1)(C1=CC=CC=C1)C1=CC=CC=C1 ((Methyl)triphenylphosphonium bromide). The solvent is O1CCCC1 (tetrahydrofuran), O1CCCC1 (tetrahydrofuran). Conditions: temperature 0 celsius. Product: C(C)(C)(C)[Si](C)(C)OCC(C=C)CC (Tert-butyl[(2-ethylbut-3-en-1-yl)oxy]dimethylsilane). As a reaction SMILES: [CH2:1]([Li])CCC.[Si:6]([O:13][CH2:14][CH:15]([CH2:18][CH3:19])[CH:16]=O)([C:9]([CH3:12])([CH3:11])[CH3:10])([CH3:8])[CH3:7]>[Br-].C[P+](C1C=CC=CC=1)(C1C=CC=CC=1)C1C=CC=CC=1.O1CCCC1>[C:9]([Si:6]([O:13][CH2:14][CH:15]([CH2:18][CH3:19])[CH:16]=[CH2:1])([CH3:8])[CH3:7])([CH3:12])([CH3:11])[CH3:10] |f:2.3|. Procedure details: (Methyl)triphenylphosphonium bromide (59.1 g, 165 mmol) was suspended in tetrahydrofuran (330 mL). To the suspension, n-butyllithium (1.57 M hexane solution, 97.3 mL, 153 mmol) was gradually added with stirring at 0° C. The mixture was stirred at this temperature for 1 hour, and a tetrahydrofuran solution (110 mL) of 2-({[tert-butyl(dimethyl)silyl]oxy}methyl)butanal (Tetrahedron 2004, 60, 9307) (27.6 g, 127 mmol) was then gradually added thereto. The mixture was stirred at 0° C. for 2 hours, and... Solvent: C(Cl)(Cl)Cl.CO (chloroform methanol). Starting materials: NC=1N=CC2=C(C[C@@H]3CCCN([C@H]3C2)CCC)N1 (trans-(±)-2-amino-6-n-propyl-5,5a,6,7,8,9,9a,10-octahydropyrimido[4,5-g]quinoline), C(C)(=O)OC(C)=O (acetic anhydride), N (ammonia), N1=CC=CC=C1 (pyridine), C(C)(=O)OC(C)=O (acetic anhydride). RXN SMILES: N[C:2]1[N:3]=[CH:4][C:5]2[CH2:14][C@H:13]3[C@@H:8]([CH2:9][CH2:10][CH2:11][N:12]3[CH2:15][CH2:16][CH3:17])[CH2:7][C:6]=2[N:18]=1.[N:19]1C=CC=CC=1.[C:25]([O:28]C(=O)C)(=O)[CH3:26].N>C(Cl)(Cl)Cl.CO>[C:25]([C:2]1[N:3]=[C:4]([NH2:19])[C:5]2[CH2:14][C@H:13]3[C@@H:8]([CH2:9][CH2:10][CH2:11][N:12]3[CH2:15][CH2:16][CH3:17])[CH2:7][C:6]=2[N:18]=1)(=[O:28])[CH3:26] |f:4.5|. The product is C(C)(=O)C=1N=C(C2=C(C[C@@H]3CCCN([C@H]3C2)CCC)N1)N (trans-(±)-2-acetyl amino-6-n-propyl-5,5a,6,7,8,9,9a,10-octahydropyrimido[4,5-g]quinoline). Procedure details: A solution was prepared containing 0.75 g of trans-(±)-2-amino-6-n-propyl-5,5a,6,7,8,9,9a,10-octahydropyrimido[4,5-g]quinoline in 20 ml. of pyridine and 0.34 g. of acetic anhydride was added thereto in dropwise fashion. The reaction mixture was heated to reflux temperature under a nitrogen blanket overnight. TLC at this point in time indicated that starting material was still present; therefore, about 1.5 ml. more acetic anhydride were added and the reaction mixture again heated to reflux temper... Reactants: BrB(Br)Br, O=C([O-])O, COC(=O)Cc1coc2c(OC)cccc12, CO, ClCCl, [Na+]. Product: COC(=O)Cc1coc2c(O)cccc12. RXN SMILES: [B:17]([Br:18])([Br:19])[Br:20].[C:23](=[O:24])([O-:25])[OH:26].[CH3:1][O:2][c:3]1[cH:4][cH:5][cH:6][c:7]2[c:8]([CH2:12][C:13](=[O:14])[O:15][CH3:16])[cH:9][o:10][c:11]12.[CH3:21][OH:22].[Cl:28][CH2:29][Cl:30].[Na+:27]>>[OH:2][c:3]1[cH:4][cH:5][cH:6][c:7]2[c:8]([CH2:12][C:13](=[O:14])[O:15][CH3:16])[cH:9][o:10][c:11]12. Reaction SMILES: [Cl:1][C:2]1[CH:3]=[C:4]2[C:9](=[CH:10][CH:11]=1)[NH:8][CH:7]([C:12]1[CH:18]=[CH:17][CH:16]=[CH:15][C:13]=1[NH2:14])[CH2:6][C:5]2([CH3:20])[CH3:19].N1C=CC=CC=1.[F:27][C:28]1[CH:29]=[C:30]([S:34](Cl)(=[O:36])=[O:35])[CH:31]=[CH:32][CH:33]=1>ClCCl>[Cl:1][C:2]1[CH:3]=[C:4]2[C:9](=[CH:10][CH:11]=1)[NH:8][CH:7]([C:12]1[CH:18]=[CH:17][CH:16]=[CH:15][C:13]=1[NH:14][S:34]([C:30]1[CH:31]=[CH:32][CH:33]=[C:28]([F:27])[CH:29]=1)(=[O:36])=[O:35])[CH2:6][C:5]2([CH3:20])[CH3:19]. Procedure details: To a stirred solution of 2-(6-chloro-4,4-dimethyl-1,2,3,4-tetrahydroquinolin-2-yl)aniline (100 mg, 0.35 mmol) in dichloromethane (5 mL) was added pyridine (0.6 mL) and 3-fluorobenzenesulfonyl chloride (68 mg, 0.35 mmol) at ice-bath. The reaction mixture was stirred at room temperature overnight. The reaction mixture was washed with water. The aqueous layer was extracted with dichloromethane. The combined organic layer was washed by brine, dried over anhydrous sodium sulfate, concentrated in vacu... The solvent is ClCCl (dichloromethane). The reactants are ClC=1C=C2C(CC(NC2=CC1)C1=C(N)C=CC=C1)(C)C (2-(6-chloro-4,4-dimethyl-1,2,3,4-tetrahydroquinolin-2-yl)aniline), N1=CC=CC=C1 (pyridine), FC=1C=C(C=CC1)S(=O)(=O)Cl (3-fluorobenzenesulfonyl chloride). Product: ClC=1C=C2C(CC(NC2=CC1)C1=C(C=CC=C1)NS(=O)(=O)C1=CC(=CC=C1)F)(C)C (N-[2-(6-chloro-4,4-dimethyl-1,2,3,4-tetrahydro-quinolin-2-yl)-phenyl]-3-fluoro-benzenesulfonamide). Reaction conditions: time 8 hour. The reactants are NC1=C([Se]C2=NC=CC=C21)C#N (3-aminoselenopheno[2,3-b]pyridine-2-carbonitrile), C(C)O (ethanol). Run in [OH-].[Na+] (sodium hydroxide). Run at temperature 7.5 celsius, time 15 minute. The product is NC1=C([Se]C2=NC=CC=C21)C(=O)N (3-Aminoselenopheno[2,3-b]pyridine-2-carboxamide). Yield: 50.0%. As a reaction SMILES: [NH2:1][C:2]1[C:10]2[C:5](=[N:6][CH:7]=[CH:8][CH:9]=2)[Se:4][C:3]=1[C:11]#[N:12].C([OH:15])C>[OH-].[Na+]>[NH2:1][C:2]1[C:10]2[C:5](=[N:6][CH:7]=[CH:8][CH:9]=2)[Se:4][C:3]=1[C:11]([NH2:12])=[O:15] |f:2.3|. Procedure details: To a suspension of 3-aminoselenopheno[2,3-b]pyridine-2-carbonitrile (1.0 g) in aqueous sodium hydroxide solution (20 mL, 10%) was added ethanol (20 mL) and the mixture refluxed for 45 min. Ethanol was distilled off under vacuum (appr. 25 mL) and the mixture was allowed to cool to 5-10° C. The separated crystals and the solution was poured into ice cooled water and stirred for 15 min. The solid was filtered off, washed with cold water and dried to give the product as a pale yellow color solid (0.... Reactants: C(CCCCC)C(C(=O)OCC)C(=O)OCC (diethyl 2-hexylmalonate), 2-L, [OH-].[K+] (potassium hydroxide). The solvent is C(C)O (ethanol), C(C)O (ethanol). Run at time 2 hour. Yields the product C(C)OC(=O)C(C(=O)O)CCCCCC (2-(ethoxycarbonyl)octanoic acid). RXN SMILES: [CH2:1]([CH:7]([C:13]([O:15]CC)=[O:14])[C:8]([O:10][CH2:11][CH3:12])=[O:9])[CH2:2][CH2:3][CH2:4][CH2:5][CH3:6].[OH-].[K+]>C(O)C>[CH2:11]([O:10][C:8]([CH:7]([CH2:1][CH2:2][CH2:3][CH2:4][CH2:5][CH3:6])[C:13]([OH:15])=[O:14])=[O:9])[CH3:12] |f:1.2|. Procedure details: To a solution of diethyl 2-hexylmalonate of Example 8 (244.36 g, 1.000 mol) in 25 mL of absolute ethanol in a 2-L, 3-necked Morton flask was added a solution of potassium hydroxide (59.9 g, 0.907 mol)(weight adjusted for 85% assay of commercial potassium hydroxide) in 450 mL of absolute ethanol dropwise via a 500-mL pressure-equalizing dropping funnel over 75 min. The funnel was washed with 25 mL of absolute ethanol. The reaction mixture was stirred for 2 h, and 300 mL of ethanol was then remove...